Task: describe an organic reaction: reactants, conditions, products, and yield. Dataset: the Open Reaction Database (ORD), a public repository of structured organic reaction records Product: FC=1C=C(C=CC1F)C=1C(NC(NC1C1=CC=CC=C1)=O)C1=CC(=C(C(=C1)[N+](=O)[O-])O)OCC (5-(3,4-difluorophenyl)-4-(3-ethoxy-4-hydroxy-5-nitrophenyl)-6-phenyl-3,4-dihydropyrimidin-2(1H)-one). RXN SMILES: [F:1][C:2]1[CH:3]=[C:4]([CH2:9][C:10]([C:12]2[CH:17]=[CH:16][CH:15]=[CH:14][CH:13]=2)=O)[CH:5]=[CH:6][C:7]=1[F:8].[CH2:18]([O:20][C:21]1[CH:22]=[C:23]([CH:26]=[C:27]([N+:30]([O-:32])=[O:31])[C:28]=1[OH:29])[CH:24]=O)[CH3:19].[NH2:33][C:34]([NH2:36])=[O:35].Cl>C(O)C>[F:1][C:2]1[CH:3]=[C:4]([C:9]2[CH:24]([C:23]3[CH:26]=[C:27]([N+:30]([O-:32])=[O:31])[C:28]([OH:29])=[C:21]([O:20][CH2:18][CH3:19])[CH:22]=3)[NH:33][C:34](=[O:35])[NH:36][C:10]=2[C:12]2[CH:17]=[CH:16][CH:15]=[CH:14][CH:13]=2)[CH:5]=[CH:6][C:7]=1[F:8]. Isolated yield 43.4%. Solvent: C(C)O (ethanol). Procedure details: To a solution of 2-(3,4-difluorophenyl)-1-phenylethanone (Intermediate 12) (150 mg, 0.65 mmol), 3-ethoxy-4-hydroxy-5-nitrobenzaldehyde (128.1 mg, 0.65 mmol), and urea (117 mg, 1.95 mmol) in 20 mL of ethanol was added 0.2 ml con. HCl. The mixture was refluxed for 2 days. After the solvent was removed under reduced pressure, the residue was purified by reverse-phase preparatory HPLC (26-53% acetonitrile+0.1% trifluoroacetic acid in water+0.1% trifluoroacetic acid, over 15 min.) to give Compound 30... Reactants: FC=1C=C(C=CC1F)CC(=O)C1=CC=CC=C1 (2-(3,4-difluorophenyl)-1-phenylethanone), FC=1C=C(C=CC1F)CC(=O)C1=CC=CC=C1 (2-(3,4-difluorophenyl)-1-phenylethanone), C(C)OC=1C=C(C=O)C=C(C1O)[N+](=O)[O-] (3-ethoxy-4-hydroxy-5-nitrobenzaldehyde), NC(=O)N (urea), Cl (HCl). The reactants are O1C=C(C=C1)C(=O)O (3-furancarboxylic acid), C(C1=CC=CC=C1)Br (benzyl bromide). The product is O1CC(C=C1)C(=O)OCC1=CC=CC=C1 (benzyl 2,3-dihydrofuran-3-carboxylate). RXN SMILES: [O:1]1[CH:5]=[CH:4][C:3]([C:6]([OH:8])=[O:7])=[CH:2]1.[CH2:9](Br)[C:10]1[CH:15]=[CH:14][CH:13]=[CH:12][CH:11]=1>>[O:1]1[CH:5]=[CH:4][CH:3]([C:6]([O:8][CH2:9][C:10]2[CH:15]=[CH:14][CH:13]=[CH:12][CH:11]=2)=[O:7])[CH2:2]1. Reported procedure: Synthesis takes place first of all by Birch reduction of 3-furancarboxylic acid followed by esterification with benzyl bromide to form benzyl 2,3-dihydrofuran-3-carboxylate (in accordance with G. Lowe, St. Swain; J. Chem. Soc. Perkin Trans I (1985), 391) ##STR31##